Dataset: the Open Reaction Database (ORD), a public repository of structured organic reaction records. Task: describe an organic reaction: reactants, conditions, products, and yield Run in C(C)(=O)OCC (ethyl acetate). The product is C(C)(C)OC(=O)N1CCC(CC1)OC1=CC=NC2=C(C=CC=C12)C1=CC=C(C=C1)OC(C)C (4-[8-(4-Isopropoxy-phenyl)-quinolin-4-yloxy]-piperidine-1-carboxylic acid isopropyl ester). Procedure details: In a 25 mL round-bottomed flask equipped with a reflux condenser and N2 inlet septum was placed a stir bar, 4-(8-chloro-quinolin-4-yloxy)-piperidine-1-carboxylic acid isopropyl ester (200 mg, 0.57 mmol), 4-isopropoxyphenylboronic acid (304 mg, 1.7 mmol), 2M sodium carbonate (0.6 mL) and toluene (4 mL). The mixture was degassed for a few minutes. Tetrakis(triphenylphosphine) palladium (98 mg, 0.085 mmol) was added to the above mixture. The reaction mixture was refluxed overnight under N2. The res... The reagents and catalysts are [Pd].C1(=CC=CC=C1)P(C1=CC=CC=C1)C1=CC=CC=C1.C1(=CC=CC=C1)P(C1=CC=CC=C1)C1=CC=CC=C1.C1(=CC=CC=C1)P(C1=CC=CC=C1)C1=CC=CC=C1.C1(=CC=CC=C1)P(C1=CC=CC=C1)C1=CC=CC=C1 (Tetrakis(triphenylphosphine) palladium). The reactants are C(C)(C)OC(=O)N1CCC(CC1)OC1=CC=NC2=C(C=CC=C12)Cl (4-(8-chloro-quinolin-4-yloxy)-piperidine-1-carboxylic acid isopropyl ester), C1(=CC=CC=C1)C (toluene), C(C)(C)OC1=CC=C(C=C1)B(O)O (4-isopropoxyphenylboronic acid), C([O-])([O-])=O.[Na+].[Na+] (sodium carbonate). RXN SMILES: [CH:1]([O:4][C:5]([N:7]1[CH2:12][CH2:11][CH:10]([O:13][C:14]2[C:23]3[C:18](=[C:19](Cl)[CH:20]=[CH:21][CH:22]=3)[N:17]=[CH:16][CH:15]=2)[CH2:9][CH2:8]1)=[O:6])([CH3:3])[CH3:2].[CH:25]([O:28][C:29]1[CH:34]=[CH:33][C:32](B(O)O)=[CH:31][CH:30]=1)([CH3:27])[CH3:26].C(=O)([O-])[O-].[Na+].[Na+].C1(C)C=CC=CC=1>C(OCC)(=O)C.[Pd].C1(P(C2C=CC=CC=2)C2C=CC=CC=2)C=CC=CC=1.C1(P(C2C=CC=CC=2)C2C=CC=CC=2)C=CC=CC=1.C1(P(C2C=CC=CC=2)C2C=CC=CC=2)C=CC=CC=1.C1(P(C2C=CC=CC=2)C2C=CC=CC=2)C=CC=CC=1>[CH:1]([O:4][C:5]([N:7]1[CH2:12][CH2:11][CH:10]([O:13][C:14]2[C:23]3[C:18](=[C:19]([C:32]4[CH:33]=[CH:34][C:29]([O:28][CH:25]([CH3:27])[CH3:26])=[CH:30][CH:31]=4)[CH:20]=[CH:21][CH:22]=3)[N:17]=[CH:16][CH:15]=2)[CH2:9][CH2:8]1)=[O:6])([CH3:3])[CH3:2] |f:2.3.4,7.8.9.10.11|. Reactants: N1(C=CC=C1)C=1C=C(C=CC1OCC1=NC2=CC=CC=C2C=C1)CC(=O)OC (Methyl 2-[3-(1-pyrryl)-4-(quinolin-2-yl-methoxy)phenyl]acetate), [OH-].[Na+] (sodium hydroxide). Run in C(C)(C)O (isopropanol). Product: N1(C=CC=C1)C=1C=C(C=CC1OCC1=NC2=CC=CC=C2C=C1)CC(=O)O (2-[3-(1-Pyrryl)-4-(quinolin-2-yl-methoxy)phenyl]acetic acid). As a reaction SMILES: [N:1]1([C:6]2[CH:7]=[C:8]([CH2:24][C:25]([O:27]C)=[O:26])[CH:9]=[CH:10][C:11]=2[O:12][CH2:13][C:14]2[CH:23]=[CH:22][C:21]3[C:16](=[CH:17][CH:18]=[CH:19][CH:20]=3)[N:15]=2)[CH:5]=[CH:4][CH:3]=[CH:2]1.[OH-].[Na+]>C(O)(C)C>[N:1]1([C:6]2[CH:7]=[C:8]([CH2:24][C:25]([OH:27])=[O:26])[CH:9]=[CH:10][C:11]=2[O:12][CH2:13][C:14]2[CH:23]=[CH:22][C:21]3[C:16](=[CH:17][CH:18]=[CH:19][CH:20]=3)[N:15]=2)[CH:5]=[CH:4][CH:3]=[CH:2]1 |f:1.2|. Procedure: In analogy to the procedure of Example XV, the title compound is prepared from 0.8 g (2 mmol) of the compound from Example XXX and 0.2 g (5 mmol) of sodium hydroxide in 50 ml of isopropanol.